From a dataset of the Open Reaction Database (ORD), a public repository of structured organic reaction records. describe an organic reaction: reactants, conditions, products, and yield The yield is 19.3%. As a reaction SMILES: I[C:2]1[C:10]2[C:5](=[CH:6][CH:7]=[C:8]([N:11]([S:19]([C:22]3[CH:27]=[CH:26][CH:25]=[CH:24][C:23]=3[S:28]([CH3:31])(=[O:30])=[O:29])(=[O:21])=[O:20])C(OC(C)(C)C)=O)[CH:9]=2)[N:4](C(OC(C)(C)C)=O)[N:3]=1.C(OC([N:46]1[C:54]2[C:49](=[CH:50][C:51]([O:55][CH3:56])=[CH:52][CH:53]=2)[CH:48]=[C:47]1B(O)O)=O)(C)(C)C.C(=O)([O-])O.[Na+]>CN(C)C=O>[CH3:31][S:28]([C:23]1[CH:24]=[CH:25][CH:26]=[CH:27][C:22]=1[S:19]([NH:11][C:8]1[CH:9]=[C:10]2[C:5](=[CH:6][CH:7]=1)[NH:4][N:3]=[C:2]2[C:47]1[NH:46][C:54]2[C:49]([CH:48]=1)=[CH:50][C:51]([O:55][CH3:56])=[CH:52][CH:53]=2)(=[O:21])=[O:20])(=[O:29])=[O:30] |f:2.3|. Product: CS(=O)(=O)C1=C(C=CC=C1)S(=O)(=O)NC=1C=C2C(=NNC2=CC1)C=1NC2=CC=C(C=C2C1)OC (2-methylsulfonyl-N-[3-(5-methoxy-1H-indol-2-yl)-1H-indazol-5-yl]benzenesulfonamide). Procedure details: 2-Methylsulfonyl-N-[3-(5-methoxy-1H-indol-2-yl)-1H-indazol-5-yl]benzenesulfonamide can be obtained as described in Example 47 from 1.77 g of tert-butyl 3-iodo-5-(N-tert-butoxycarbonyl-2-methylsulfonylbenzenesulfonylamino)-indazole-1-carboxylate, 1.52 g 1-(tert-butoxycarbonyl)-5-methoxy-indole-2-boronic acid, 70 ml of dimethyl-formamide, 5.65 ml of a saturated aqueous sodium hydrogencarbonate solution and 151 mg of tetrakis(triphenylphosphine)palladium[0]. 250 mg of 2-methylsulfonyl-N-[3-(5-metho... Starting materials: IC1=NN(C2=CC=C(C=C12)N(C(=O)OC(C)(C)C)S(=O)(=O)C1=C(C=CC=C1)S(=O)(=O)C)C(=O)OC(C)(C)C (tert-butyl 3-iodo-5-(N-tert-butoxycarbonyl-2-methylsulfonylbenzenesulfonylamino)-indazole-1-carboxylate), tetrakis(triphenylphosphine)palladium[0], C(C)(C)(C)OC(=O)N1C(=CC2=CC(=CC=C12)OC)B(O)O (1-(tert-butoxycarbonyl)-5-methoxy-indole-2-boronic acid), C(O)([O-])=O.[Na+] (sodium hydrogencarbonate). The solvent is CN(C=O)C (dimethyl-formamide). Reactants: NCCc1ccc2c(c1)OCO2, Cc1sc2nc(-c3cccnc3)nc(Cl)c2c1Cl. Product: Cc1sc2nc(-c3cccnc3)nc(NCCc3ccc4c(c3)OCO4)c2c1Cl. Reaction SMILES: [CH2:1]1[O:2][c:3]2[cH:4][c:5]([CH2:6][CH2:7][NH2:8])[cH:9][cH:10][c:11]2[O:12]1.[Cl:13][c:14]1[c:15]2[c:16]([n:17][c:18](-[c:20]3[cH:21][n:22][cH:23][cH:24][cH:25]3)[n:19]1)[s:26][c:27]([CH3:30])[c:28]2[Cl:29]>>[CH2:1]1[O:2][c:3]2[cH:4][c:5]([CH2:6][CH2:7][NH:8][c:14]3[c:15]4[c:16]([n:17][c:18](-[c:20]5[cH:21][n:22][cH:23][cH:24][cH:25]5)[n:19]3)[s:26][c:27]([CH3:30])[c:28]4[Cl:29])[cH:9][cH:10][c:11]2[O:12]1. Reactants: N1CCC=CC1 (1,2,3,6-tetrahydropyridine), C(=O)(O)[O-].[Na+] (NaHCO3), C(OCC1=CC2=CC=CC=C2C=C1)(=O)Cl (Naphthalen-2-ylmethyl carbonochloridate). The solvent is O (water), C1CCOC1 (THF), C1CCOC1 (THF). Yields the product N1(CC=CCC1)C(=O)OCC1=CC2=CC=CC=C2C=C1 (naphthalen-2-ylmethyl 5,6-dihydropyridine-1(2H)-carboxylate). Yield: 99.2%. RXN SMILES: [C:1](Cl)(=[O:14])[O:2][CH2:3][C:4]1[CH:13]=[CH:12][C:11]2[C:6](=[CH:7][CH:8]=[CH:9][CH:10]=2)[CH:5]=1.[NH:16]1[CH2:21][CH:20]=[CH:19][CH2:18][CH2:17]1.C([O-])(O)=O.[Na+]>C1COCC1.O>[N:16]1([C:1]([O:2][CH2:3][C:4]2[CH:13]=[CH:12][C:11]3[C:6](=[CH:7][CH:8]=[CH:9][CH:10]=3)[CH:5]=2)=[O:14])[CH2:21][CH2:20][CH:19]=[CH:18][CH2:17]1 |f:2.3|. Procedure: Naphthalen-2-ylmethyl carbonochloridate (11.00 g, 49.85 mmol) was dissolved in THF (25 mL) and this was added dropwise to a cooled (0° C.) solution of 1,2,3,6-tetrahydropyridine (3.79 ml, 41.5 mmol) and NaHCO3 (4.18 g, 49.8 mmol) in water (88 mL). A precipitate formed in the reaction immediately, therefore after the addition, additional THF (63 mL) was added to solubilize the reaction mixture. The solution was removed from the bath and warmed to ambient temperature for 16 hours. The reaction was... Reactants: O=C1CCC(=O)N1Br, CS(C)=O, Cc1ccccc1, Cc1ccc2c(c1-c1cc(C(C)C)cc(C(C)C)c1)C=CC2, O, O, Cc1ccc(S(=O)(=O)O)cc1. The product is Cc1ccc2c(c1-c1cc(C(C)C)cc(C(C)C)c1)C=C(Br)C2. RXN SMILES: [Br:23][N:24]1[C:25](=[O:26])[CH2:27][CH2:28][C:29]1=[O:30].[CH3:43][S:44]([CH3:45])=[O:46].[CH3:48][c:49]1[cH:50][cH:51][cH:52][cH:53][cH:54]1.[CH:1]([CH3:2])([CH3:3])[c:4]1[cH:5][c:6](-[c:13]2[c:14]3[c:18]([cH:19][cH:20][c:21]2[CH3:22])[CH2:17][CH:16]=[CH:15]3)[cH:7][c:8]([CH:10]([CH3:11])[CH3:12])[cH:9]1.[OH2:31].[OH2:47].[c:32]1([CH3:33])[cH:34][cH:35][c:36]([S:37]([OH:38])(=[O:39])=[O:40])[cH:41][cH:42]1>>[CH:1]([CH3:2])([CH3:3])[c:4]1[cH:5][c:6](-[c:13]2[c:14]3[c:18]([cH:19][cH:20][c:21]2[CH3:22])[CH2:17][C:16]([Br:23])=[CH:15]3)[cH:7][c:8]([CH:10]([CH3:11])[CH3:12])[cH:9]1. Yield: 306.2%. The product is C[C@@H]1NCC[C@@]1(O)C=C ((2S,3R)-2-methyl-3-vinylpyrrolidin-3-ol). Procedure details: To tert-butyl (2S,3R)-3-hydroxy-2-methyl-3-vinylpyrrolidine-1-carboxylate (684 mg, 2.85 mmol) was added trifluoroacetic acid (3.0 ml). The mixture was stirred at room temperature for 15 min, and concentrated under reduced pressure to give (2S,3R)-2-methyl-3-vinylpyrrolidin-3-ol (yield: 1.11 g). Reactants: O[C@@]1([C@@H](N(CC1)C(=O)OC(C)(C)C)C)C=C (tert-butyl (2S,3R)-3-hydroxy-2-methyl-3-vinylpyrrolidine-1-carboxylate), FC(C(=O)O)(F)F (trifluoroacetic acid). Conditions: time 15 minute. As a reaction SMILES: [OH:1][C@@:2]1([CH:15]=[CH2:16])[CH2:6][CH2:5][N:4](C(OC(C)(C)C)=O)[C@H:3]1[CH3:14].FC(F)(F)C(O)=O>>[CH3:14][C@H:3]1[C@@:2]([CH:15]=[CH2:16])([OH:1])[CH2:6][CH2:5][NH:4]1. Starting materials: C(C)(C)(C)NNC(C1=CC=CC=C1)=S (N'-t-butyl-N-(thiobenzoyl)hydrazine), C1(=CC(=CC=C1)C(=O)Cl)C (m-toluoyl chloride), ether-hexane, C1(=CC=CC=C1)C (toluene). The reagents and catalysts are [OH-].[Na+] (sodium hydroxide). The solvent is O (water). Reaction conditions: time 3 hour. Yields the product C(C)(C)(C)N(NC(C1=CC=CC=C1)=S)C(=O)C=1C=C(C=CC1)C (N'-t-butyl-N-(thiobenzoyl)-N'-(3-toluoyl)hydrazine). Reaction SMILES: [C:1]([NH:5][NH:6][C:7](=[S:14])[C:8]1[CH:13]=[CH:12][CH:11]=[CH:10][CH:9]=1)([CH3:4])([CH3:3])[CH3:2].[C:15]1([CH3:24])[CH:20]=[CH:19][CH:18]=[C:17]([C:21](Cl)=[O:22])[CH:16]=1.C1(C)C=CC=CC=1>[OH-].[Na+].O>[C:1]([N:5]([C:21]([C:17]1[CH:16]=[C:15]([CH3:24])[CH:20]=[CH:19][CH:18]=1)=[O:22])[NH:6][C:7](=[S:14])[C:8]1[CH:13]=[CH:12][CH:11]=[CH:10][CH:9]=1)([CH3:4])([CH3:2])[CH3:3] |f:3.4|. Reported procedure: N'-t-butyl-N-(thiobenzoyl)hydrazine (ca. 1 g), m-toluoyl chloride (approx. 0.7 g) and 50% aqueous sodium hydroxide (6 drops) were mixed in 1 ml water and 10 ml toluene at 23° C. After stirring for 3 hours, ether-hexane was added and the product was isolated by filtration (0.25 g): m.p. 165°-168° C. Run in CCO.O (EtOH H2O). The reactants are NC=1C=C(C=CC1)/C=C/CNC(C(F)(F)F)=O ((E)-N-(3-(3-aminophenyl)allyl)-2,2,2-trifluoroacetamide), O1CC12CCCCC2 (1-oxaspiro[2.5]octane). Yields the product FC(C(=O)NC\C=C\C1=CC(=CC=C1)NCC1(CCCCC1)O)(F)F ((E)-2,2,2-trifluoro-N-(3-(3-((1-hydroxycyclohexyl)methylamino)phenyl)allyl)acetamide). Reported procedure: A mixture of (E)-N-(3-(3-aminophenyl)allyl)-2,2,2-trifluoroacetamide (0.8 g, 3.28 mmol) and 1-oxaspiro[2.5]octane (0.55 g, 4.91 mmol) in EtOH:H2O(9:1) was stirred under reflux for 36 hrs and concentrated under reduced pressure. Purification by column chromatography (20% to 30% EtOAc—hexanes gradient) gave (E)-2,2,2-trifluoro-N-(3-(3-((1-hydroxycyclohexyl)methylamino)phenyl)allyl)acetamide as an off-white solid. Yield (0.5 g, 43%); 1H NMR (400 MHz, DMSO-d6) δ 9.71 (s, 1H), 7.00 (t, J=8.0 Hz, 1H),... Reaction SMILES: [NH2:1][C:2]1[CH:3]=[C:4](/[CH:8]=[CH:9]/[CH2:10][NH:11][C:12](=[O:17])[C:13]([F:16])([F:15])[F:14])[CH:5]=[CH:6][CH:7]=1.[O:18]1[C:20]2([CH2:25][CH2:24][CH2:23][CH2:22][CH2:21]2)[CH2:19]1>CCO.O>[F:16][C:13]([F:14])([F:15])[C:12]([NH:11][CH2:10]/[CH:9]=[CH:8]/[C:4]1[CH:5]=[CH:6][CH:7]=[C:2]([NH:1][CH2:19][C:20]2([OH:18])[CH2:25][CH2:24][CH2:23][CH2:22][CH2:21]2)[CH:3]=1)=[O:17] |f:2.3|. Starting materials: COc1ccc(C=O)cc1OC, CCO, On1nnc2ccccc21, OCC=Cc1ccccc1. Yields the product O=CC=Cc1ccccc1. RXN SMILES: [CH3:11][O:12][c:13]1[c:14]([O:15][CH3:16])[cH:17][c:18]([CH:19]=[O:20])[cH:21][cH:22]1.[CH3:33][CH2:34][OH:35].[OH:23][n:24]1[c:25]2[cH:26][cH:27][cH:28][cH:29][c:30]2[n:31][n:32]1.[c:1]1([CH:7]=[CH:8][CH2:9][OH:10])[cH:2][cH:3][cH:4][cH:5][cH:6]1>>[c:1]1([CH:7]=[CH:8][CH:9]=[O:10])[cH:2][cH:3][cH:4][cH:5][cH:6]1. Starting materials: Clc1ccc(Cl)nn1, [K+], [K+], O=C([O-])[O-], CN(C)C=O, c1c[nH]cn1. The product is Clc1ccc(-n2ccnc2)nn1. Reaction SMILES: [Cl:6][c:7]1[n:8][n:9][c:10]([Cl:13])[cH:11][cH:12]1.[K+:14].[K+:15].[O-:16][C:17]([O-:18])=[O:19].[O:20]=[CH:21][N:22]([CH3:23])[CH3:24].[nH:1]1[cH:2][n:3][cH:4][cH:5]1>>[n:1]1(-[c:10]2[n:9][n:8][c:7]([Cl:6])[cH:12][cH:11]2)[cH:2][n:3][cH:4][cH:5]1. Reactants: CCCC[Sn](CCCC)(CCCC)c1ccc(CN2CCN(C)CC2)o1, Nc1ccc(Oc2ccnc3cc(I)sc23)c(F)c1, C1COCCO1, Cl[Pd]Cl, c1ccc(P(c2ccccc2)c2ccccc2)cc1, c1ccc(P(c2ccccc2)c2ccccc2)cc1. The product is CN1CCN(Cc2ccc(-c3cc4nccc(Oc5ccc(N)cc5F)c4s3)o2)CC1. Reaction SMILES: [CH3:20][N:21]1[CH2:22][CH2:23][N:24]([CH2:27][c:28]2[o:29][c:30]([Sn:33]([CH2:34][CH2:35][CH2:36][CH3:37])([CH2:38][CH2:39][CH2:40][CH3:41])[CH2:42][CH2:43][CH2:44][CH3:45])[cH:31][cH:32]2)[CH2:25][CH2:26]1.[F:1][c:2]1[cH:3][c:4]([NH2:5])[cH:6][cH:7][c:8]1[O:9][c:10]1[c:11]2[c:12]([n:13][cH:14][cH:15]1)[cH:16][c:17]([I:19])[s:18]2.[O:87]1[CH2:88][CH2:89][O:90][CH2:91][CH2:92]1.[Pd:46]([Cl:47])[Cl:48].[c:49]1([P:50]([c:51]2[cH:52][cH:53][cH:54][cH:55][cH:56]2)[c:57]2[cH:58][cH:59][cH:60][cH:61][cH:62]2)[cH:63][cH:64][cH:65][cH:66][cH:67]1.[c:68]1([P:69]([c:70]2[cH:71][cH:72][cH:73][cH:74][cH:75]2)[c:76]2[cH:77][cH:78][cH:79][cH:80][cH:81]2)[cH:82][cH:83][cH:84][cH:85][cH:86]1>>[F:1][c:2]1[cH:3][c:4]([NH2:5])[cH:6][cH:7][c:8]1[O:9][c:10]1[c:11]2[c:12]([n:13][cH:14][cH:15]1)[cH:16][c:17](-[c:30]1[o:29][c:28]([CH2:27][N:24]3[CH2:23][CH2:22][N:21]([CH3:20])[CH2:26][CH2:25]3)[cH:32][cH:31]1)[s:18]2.